This data is from the Open Reaction Database (ORD), a public repository of structured organic reaction records. The task is: describe an organic reaction: reactants, conditions, products, and yield Reactants: C(C)(C)(C)O[C@H](C(=O)OCC)C1=C(C2=C(N=C(S2)N2CC(N(CC2)C(=O)OC(C)(C)C)C=2C=C3C=NN(C3=CC2)C)C=C1C)C1=CC=C(C=C1)Cl (tert-butyl 4-(6-((S)-1-tert-butoxy-2-ethoxy-2-oxoethyl)-7-(4-chlorophenyl)-5-methylbenzo[d]thiazol-2-yl)-2-(1-methyl-1H-indazol-5-yl)piperazine-1-carboxylate), [OH-].[Na+] (sodium hydroxide), C(C)(=O)O (acetic acid). Run in C1CCOC1.CO (THF MeOH). Conditions: temperature 50 celsius. The product is C(C)(C)(C)O[C@H](C(=O)O)C1=C(C2=C(N=C(S2)N2CC(N(CC2)C(=O)OC(C)(C)C)C=2C=C3C=NN(C3=CC2)C)C=C1C)C1=CC=C(C=C1)Cl ((2S)-2-tert-butoxy-2-(2-(4-(tert-butoxycarbonyl)-3-(1-methyl-1H-indazol-5-yl)piperazin-1-yl)-7-(4-chlorophenyl)-5-methylbenzo[d]thiazol-6-yl)acetic acid). RXN SMILES: [C:1]([O:5][C@@H:6]([C:12]1[C:43]([CH3:44])=[CH:42][C:15]2[N:16]=[C:17]([N:19]3[CH2:24][CH2:23][N:22]([C:25]([O:27][C:28]([CH3:31])([CH3:30])[CH3:29])=[O:26])[CH:21]([C:32]4[CH:33]=[C:34]5[C:38](=[CH:39][CH:40]=4)[N:37]([CH3:41])[N:36]=[CH:35]5)[CH2:20]3)[S:18][C:14]=2[C:13]=1[C:45]1[CH:50]=[CH:49][C:48]([Cl:51])=[CH:47][CH:46]=1)[C:7]([O:9]CC)=[O:8])([CH3:4])([CH3:3])[CH3:2].[OH-].[Na+].C(O)(=O)C>C1COCC1.CO>[C:1]([O:5][C@@H:6]([C:12]1[C:43]([CH3:44])=[CH:42][C:15]2[N:16]=[C:17]([N:19]3[CH2:24][CH2:23][N:22]([C:25]([O:27][C:28]([CH3:30])([CH3:31])[CH3:29])=[O:26])[CH:21]([C:32]4[CH:33]=[C:34]5[C:38](=[CH:39][CH:40]=4)[N:37]([CH3:41])[N:36]=[CH:35]5)[CH2:20]3)[S:18][C:14]=2[C:13]=1[C:45]1[CH:50]=[CH:49][C:48]([Cl:51])=[CH:47][CH:46]=1)[C:7]([OH:9])=[O:8])([CH3:2])([CH3:3])[CH3:4] |f:1.2,4.5|. Reported procedure: To the solution of tert-butyl 4-(6-((S)-1-tert-butoxy-2-ethoxy-2-oxoethyl)-7-(4-chlorophenyl)-5-methylbenzo[d]thiazol-2-yl)-2-(1-methyl-1H-indazol-5-yl)piperazine-1-carboxylate (5 mg) in THF/MeOH (0.5 mL/0.5 mL) was added sodium hydroxide solution (0.4 mL, 1.0 N). The mixture was heated at 50° C. for 16 hours. The mixture was cooled, and was acidified with acetic acid (60 μL). Concentration and purification with reverse phase HPLC gave (2S)-2-tert-butoxy-2-(2-(4-(tert-butoxycarbonyl)-3-(1-methyl... The reactants are COC(=O)C(=O)c1ccc(OCC=Cc2ccccc2)cc1, CO, [Na+], [OH-], O. The product is O=C(O)C(=O)c1ccc(OCC=Cc2ccccc2)cc1. As a reaction SMILES: [CH3:1][O:2][C:3]([C:4]([c:5]1[cH:6][cH:7][c:8]([O:11][CH2:12][CH:13]=[CH:14][c:15]2[cH:16][cH:17][cH:18][cH:19][cH:20]2)[cH:9][cH:10]1)=[O:21])=[O:22].[CH3:24][OH:25].[Na+:27].[OH-:26].[OH2:23]>>[O:2]=[C:3]([C:4]([c:5]1[cH:6][cH:7][c:8]([O:11][CH2:12][CH:13]=[CH:14][c:15]2[cH:16][cH:17][cH:18][cH:19][cH:20]2)[cH:9][cH:10]1)=[O:21])[OH:22]. Reactants: CC(C)(C)C(=O)Cl, C1CCOC1, CC1(CCCCC(=O)O)OCCO1, [Li]CCCC, CCOC(C)=O, [Li], O=C1NCCO1. Yields the product CC1(CCCCC(=O)N2CCOC2=O)OCCO1. Reaction SMILES: [C:14]([Cl:15])(=[O:16])[C:17]([CH3:18])([CH3:19])[CH3:20].[CH2:39]1[O:40][CH2:41][CH2:42][CH2:43]1.[CH3:1][C:2]1([CH2:7][CH2:8][CH2:9][CH2:10][C:11](=[O:12])[OH:13])[O:3][CH2:4][CH2:5][O:6]1.[CH3:27][CH2:28][CH2:29][CH2:30][Li:31].[CH3:33][CH2:34][O:35][C:36](=[O:37])[CH3:38].[Li:32].[O:21]1[C:22](=[O:26])[NH:23][CH2:24][CH2:25]1>>[CH3:1][C:2]1([CH2:7][CH2:8][CH2:9][CH2:10][C:11](=[O:13])[N:23]2[C:22](=[O:26])[O:21][CH2:25][CH2:24]2)[O:3][CH2:4][CH2:5][O:6]1. As a reaction SMILES: [CH2:55]([Cl:56])[Cl:57].[CH3:1][CH:2]1[CH2:3][C:4]2=[C:5]([C:6]([CH3:24])([CH3:25])[O:7][c:8]3[c:9]2[c:10]([OH:23])[cH:11][c:12]([CH:14]([CH3:15])[CH:16]([CH2:17][CH2:18][CH2:19][CH2:20][CH3:21])[CH3:22])[cH:13]3)[S:26]1.[CH:27]1([N:28]=[C:29]=[N:30][CH:31]2[CH2:32][CH2:33][CH2:34][CH2:35][CH2:36]2)[CH2:37][CH2:38][CH2:39][CH2:40][CH2:41]1.[ClH:42].[O:43]1[CH2:44][CH2:45][N:46]([CH2:49][CH2:50][CH2:51][C:52](=[O:53])[OH:54])[CH2:47][CH2:48]1>>[CH3:1][CH:2]1[CH2:3][C:4]2=[C:5]([C:6]([CH3:24])([CH3:25])[O:7][c:8]3[c:9]2[c:10]([O:23][C:52]([CH2:51][CH2:50][CH2:49][N:46]2[CH2:45][CH2:44][O:43][CH2:48][CH2:47]2)=[O:53])[cH:11][c:12]([CH:14]([CH3:15])[CH:16]([CH2:17][CH2:18][CH2:19][CH2:20][CH3:21])[CH3:22])[cH:13]3)[S:26]1.[ClH:42]. The reactants are ClCCl, CCCCCC(C)C(C)c1cc(O)c2c(c1)OC(C)(C)C1=C2CC(C)S1, C(=NC1CCCCC1)=NC1CCCCC1, Cl, O=C(O)CCCN1CCOCC1. Yields the product CCCCCC(C)C(C)c1cc(OC(=O)CCCN2CCOCC2)c2c(c1)OC(C)(C)C1=C2CC(C)S1, Cl. Starting materials: NC1CCN2CCC3=C(C2C1)C=C(C(=C3)OC)OC (2-amino-1,3,4,6,7,11b-hexahydro-9,10-dimethoxy-2H-benzo[a]quinolizine), [OH-].[Na+] (NaOH), C(C1=CC=CC=C1)(=O)Cl (benzoyl chloride). Run in C1=CC=CC=C1 (benzene), C1=CC=CC=C1 (benzene). Conditions: time 1 hour. The product is Cl.C(C1=CC=CC=C1)(=O)NC1CCN2CCC3=C(C2C1)C=C(C(=C3)OC)OC (2-Benzoylamino-1,3,4,6,7,11b-hexahydro-9,10-dimethoxy-2H-benzo[a]quinolizine hydrochloride). Yield: 39.2%. RXN SMILES: [NH2:1][CH:2]1[CH2:11][CH:10]2[N:5]([CH2:6][CH2:7][C:8]3[CH:15]=[C:14]([O:16][CH3:17])[C:13]([O:18][CH3:19])=[CH:12][C:9]=32)[CH2:4][CH2:3]1.[OH-].[Na+].[C:22]([Cl:30])(=[O:29])[C:23]1[CH:28]=[CH:27][CH:26]=[CH:25][CH:24]=1>C1C=CC=CC=1>[ClH:30].[C:22]([NH:1][CH:2]1[CH2:11][CH:10]2[N:5]([CH2:6][CH2:7][C:8]3[CH:15]=[C:14]([O:16][CH3:17])[C:13]([O:18][CH3:19])=[CH:12][C:9]=32)[CH2:4][CH2:3]1)(=[O:29])[C:23]1[CH:28]=[CH:27][CH:26]=[CH:25][CH:24]=1 |f:1.2,5.6|. Reported procedure: A mixture of 2-amino-1,3,4,6,7,11b-hexahydro-9,10-dimethoxy-2H-benzo[a]quinolizine (5 g, 0.019 mole), 150 ml of benzene and 25 ml of 20% NaOH was cooled in an ice bath, and a solution of benzoyl chloride (2.7 g, 0.019 mole) in 10 ml of benzene was added dropwise with stirring. The mixture was stirred in the cold for 30 minutes and at room temperature for 1 hour. The solid was collected, dissolved in chloroform, washed with water, dried over MgSO4 and concentrated in vacuo to leave a solid residu...